Dataset: the Open Reaction Database (ORD), a public repository of structured organic reaction records. Task: describe an organic reaction: reactants, conditions, products, and yield The reactants are ClC(Cl)Cl, O=C(OO)c1cccc(Cl)c1, Clc1ncnc2c1CCC2, [Na+], [Na+], [Na+], [Na+], O=C([O-])[O-], O, O=S([O-])([O-])=S. Yields the product [O-][n+]1cnc(Cl)c2c1CCC2. As a reaction SMILES: [CH:35]([Cl:36])([Cl:37])[Cl:38].[Cl:11][c:12]1[cH:13][cH:14][cH:15][c:16]([C:17]([O:18][OH:20])=[O:19])[cH:21]1.[Cl:1][c:2]1[c:3]2[c:4]([n:5][cH:6][n:7]1)[CH2:8][CH2:9][CH2:10]2.[Na+:27].[Na+:28].[Na+:29].[Na+:30].[O-:31][C:32](=[O:33])[O-:34].[OH2:39].[S:22]([O-:23])([O-:24])(=[O:25])=[S:26]>>[Cl:1][c:2]1[c:3]2[c:4]([n+:5]([O-:19])[cH:6][n:7]1)[CH2:8][CH2:9][CH2:10]2.